describe an organic reaction: reactants, conditions, products, and yield From a dataset of the Open Reaction Database (ORD), a public repository of structured organic reaction records. Reactants: CC(NCOCc1ccccc1)C(NC(=O)OC(C)(C)C)C(=O)O, CO. Product: CNC(C)C(NC(=O)OC(C)(C)C)C(=O)O. As a reaction SMILES: [CH2:1]([O:2][CH2:9][NH:10][CH:11]([CH:12]([C:13](=[O:14])[OH:15])[NH:16][C:17](=[O:18])[O:19][C:20]([CH3:21])([CH3:22])[CH3:23])[CH3:24])[c:3]1[cH:4][cH:5][cH:6][cH:7][cH:8]1.[CH3:25][OH:26]>>[CH3:9][NH:10][CH:11]([CH:12]([C:13](=[O:14])[OH:15])[NH:16][C:17](=[O:18])[O:19][C:20]([CH3:21])([CH3:22])[CH3:23])[CH3:24].